From a dataset of the Open Reaction Database (ORD), a public repository of structured organic reaction records. describe an organic reaction: reactants, conditions, products, and yield The reactants are ClCCl, O=S(=O)(O)Cl, Cc1ccc(Cl)cc1O. The product is Cc1cc(S(=O)(=O)Cl)c(Cl)cc1O. Reaction SMILES: [Cl:15][CH2:16][Cl:17].[Cl:1][S:2](=[O:3])(=[O:4])[OH:5].[Cl:6][c:7]1[cH:8][c:9]([OH:14])[c:10]([CH3:13])[cH:11][cH:12]1>>[Cl:1][S:2](=[O:3])(=[O:5])[c:12]1[c:7]([Cl:6])[cH:8][c:9]([OH:14])[c:10]([CH3:13])[cH:11]1. Starting materials: C(C)C=1SC(=CN1)C1=CC(=CC=2N1N=C(N2)N)C=2C=NC=CC2 (5-(2-ethyl-thiazol-5-yl)-7pyridin-3-yl-[1,2,4]triazolo[1,5-a]pyridin-2-ylamine), C(C)N=C=O (ethylisocyanate). The reagents and catalysts are C(C)(=O)[O-].C(C)(=O)[O-].C(CCC)[Sn+2]CCCC (dibutyltin diacetate). The solvent is C1(=CC=CC=C1)C (toluene). Run at temperature 125 celsius. The product is C(C)NC(=O)NC1=NN2C(C=C(C=C2C2=CN=C(S2)CC)C=2C=NC=CC2)=N1 (1-ethyl-3-[5-(2-ethyl-thiazol-5-yl)-7-pyridin-3-yl-[1,2,4]triazolo[1,5-a]pyridin-2-yl]-urea). As a reaction SMILES: [CH2:1]([C:3]1[S:4][C:5]([C:8]2[N:13]3[N:14]=[C:15]([NH2:17])[N:16]=[C:12]3[CH:11]=[C:10]([C:18]3[CH:19]=[N:20][CH:21]=[CH:22][CH:23]=3)[CH:9]=2)=[CH:6][N:7]=1)[CH3:2].[CH2:24]([N:26]=[C:27]=[O:28])[CH3:25]>C([O-])(=O)C.C([O-])(=O)C.C([Sn+2]CCCC)CCC.C1(C)C=CC=CC=1>[CH2:24]([NH:26][C:27]([NH:17][C:15]1[N:16]=[C:12]2[CH:11]=[C:10]([C:18]3[CH:19]=[N:20][CH:21]=[CH:22][CH:23]=3)[CH:9]=[C:8]([C:5]3[S:4][C:3]([CH2:1][CH3:2])=[N:7][CH:6]=3)[N:13]2[N:14]=1)=[O:28])[CH3:25] |f:2.3.4|. Reported procedure: A suspension of the product of Step 1 (75 mg, 0.23 mmol), ethylisocyanate (92 μL, 1.17 mmol), and dibutyltin diacetate (2 drops) in dry toluene (5 mL) was heated at 125° C. in a microwave reactor for 1 h. After being cooled to room temperature, the precipitated solid was filtered, and washed with chloroform to give 1-ethyl-3-[5-(2-ethyl-thiazol-5-yl)-7-pyridin-3-yl-[1,2,4]triazolo[1,5-a]pyridin-2-yl]-urea as solid. MS m/z 394 (M+H+). The reactants are c1cnc2[nH]cc(C3CCN4CCCC4C3)c2c1, C1CCOC1, C[Si](C)(C)[N-][Si](C)(C)C, [Na+], O=S(=O)(Cl)c1ccccc1. Product: O=S(=O)(c1ccccc1)n1cc(C2CCN3CCCC3C2)c2cccnc21. Reaction SMILES: [CH2:1]1[CH2:2][CH2:3][N:4]2[CH2:5][CH2:6][CH:7]([c:10]3[cH:11][nH:12][c:13]4[n:14][cH:15][cH:16][cH:17][c:18]34)[CH2:8][CH:9]12.[CH2:39]1[O:40][CH2:41][CH2:42][CH2:43]1.[CH3:30][Si:31]([N-:32][Si:33]([CH3:34])([CH3:35])[CH3:36])([CH3:37])[CH3:38].[Na+:29].[c:19]1([S:25](=[O:26])(=[O:27])[Cl:28])[cH:20][cH:21][cH:22][cH:23][cH:24]1>>[CH2:1]1[CH2:2][CH2:3][N:4]2[CH2:5][CH2:6][CH:7]([c:10]3[cH:11][n:12]([S:25]([c:19]4[cH:20][cH:21][cH:22][cH:23][cH:24]4)(=[O:26])=[O:27])[c:13]4[n:14][cH:15][cH:16][cH:17][c:18]34)[CH2:8][CH:9]12. The reactants are COC(=O)c1cc(N2CCOC2=O)cc(N2C(=O)C3(CC3(C)C)c3cc(F)ccc32)c1, CCOC(C)=O, Cl, [Na+], C1CCOC1, [OH-], O. Yields the product CC1(C)CC12C(=O)N(c1cc(C(=O)O)cc(N3CCOC3=O)c1)c1ccc(F)cc12. As a reaction SMILES: [CH3:1][O:2][C:3]([c:4]1[cH:5][c:6]([N:16]2[C:17](=[O:30])[C:18]3([C:19]([CH3:21])([CH3:22])[CH2:20]3)[c:23]3[cH:24][c:25]([F:29])[cH:26][cH:27][c:28]32)[cH:7][c:8]([N:10]2[C:11](=[O:15])[O:12][CH2:13][CH2:14]2)[cH:9]1)=[O:31].[CH3:41][CH2:42][O:43][C:44](=[O:45])[CH3:46].[ClH:32].[Na+:39].[O:33]1[CH2:34][CH2:35][CH2:36][CH2:37]1.[OH-:38].[OH2:40]>>[O:2]=[C:3]([c:4]1[cH:5][c:6]([N:16]2[C:17](=[O:30])[C:18]3([C:19]([CH3:21])([CH3:22])[CH2:20]3)[c:23]3[cH:24][c:25]([F:29])[cH:26][cH:27][c:28]32)[cH:7][c:8]([N:10]2[C:11](=[O:15])[O:12][CH2:13][CH2:14]2)[cH:9]1)[OH:31]. Reactants: ClC=1C(=C(C(=O)OCC)C(=CC1)Cl)CC#N (ethyl 3,6-dichloro-2-(cyanomethyl)benzoate), [BH4-].[Na+] (Sodium borohydride). Reagents/catalysts: O.O.O.O.O.O.[Co](Cl)Cl (Cobalt (II) chloride hexahydrate). The solvent is C(C)O (ethanol). Reaction conditions: temperature 0 celsius, time 1 hour. Yields the product ClC1=C2CCNC(C2=C(C=C1)Cl)=O (5,8-dichloro-3,4-dihydroisoquinolin-1(2H)-one). Yield: 38.7%. Reaction SMILES: [Cl:1][C:2]1[C:3]([CH2:14][C:15]#[N:16])=[C:4]([C:10]([Cl:13])=[CH:11][CH:12]=1)[C:5](OCC)=[O:6].[BH4-].[Na+]>C(O)C.O.O.O.O.O.O.[Co](Cl)Cl>[Cl:1][C:2]1[CH:12]=[CH:11][C:10]([Cl:13])=[C:4]2[C:3]=1[CH2:14][CH2:15][NH:16][C:5]2=[O:6] |f:1.2,4.5.6.7.8.9.10|. Procedure: Cobalt (II) chloride hexahydrate (166 g, 0.70 mol) was added to a room temperature solution of ethyl 3,6-dichloro-2-(cyanomethyl)benzoate (253d, 90 g, 0.35 mol) in ethanol (1.5 L), and the resulting mixture cooled to 0° C. Sodium borohydride (66.3 g, 1.74 mol) was added in portions. The mixture was stirred at room temperature for 1 hour, and then refluxed overnight. The resulting suspension was filtered and the filtrate concentrated in vacuo. The solids in the filter cake were stirred in ethyl a... Reactants: CN(C)C=O (DMF), N1C(CC2=CC=CC=C12)=O (oxindole), [H-].[Na+] (sodium hydride), suspension, C(C1=CC=CC=C1)OC1=C(C=C2C(=NC=NC2=C1)Cl)OC (7-benzyloxy-4-chloro-6-methoxyquinazoline). Solvent: C1CCOC1 (THF), paraffin, C1CCOC1 (THF), C1CCOC1 (THF). Reaction conditions: time 15 minute. Product: C(C1=CC=CC=C1)OC1=C(C=C2C(=NC=NC2=C1)C1C(NC2=CC=CC=C12)=O)OC (7-benzyloxy-6-methoxy4-(oxindol-3-yl)quinazoline). Isolated yield 83.9%. RXN SMILES: [NH:1]1[C:9]2[C:4](=[CH:5][CH:6]=[CH:7][CH:8]=2)[CH2:3][C:2]1=[O:10].[H-].[Na+].[CH2:13]([O:20][C:21]1[CH:30]=[C:29]2[C:24]([C:25](Cl)=[N:26][CH:27]=[N:28]2)=[CH:23][C:22]=1[O:32][CH3:33])[C:14]1[CH:19]=[CH:18][CH:17]=[CH:16][CH:15]=1.CN(C=O)C>C1COCC1>[CH2:13]([O:20][C:21]1[CH:30]=[C:29]2[C:24]([C:25]([CH:3]3[C:4]4[C:9](=[CH:8][CH:7]=[CH:6][CH:5]=4)[NH:1][C:2]3=[O:10])=[N:26][CH:27]=[N:28]2)=[CH:23][C:22]=1[O:32][CH3:33])[C:14]1[CH:15]=[CH:16][CH:17]=[CH:18][CH:19]=1 |f:1.2|. Procedure: A solution of oxindole (1.2 g, 9 mmol) in THF (10 ml) was added dropwise to a suspension of sodium hydride (360 mg of a 60% suspension in paraffin oil, 9 mmol) in THF (15 ml) over 15 minutes under nitrogen. The resulting white suspension was stirred for 15 minutes at ambient temperature and a solution of 7-benzyloxy-4-chloro-6-methoxyquinazoline (900 mg, 3 mmol) in THF (10 ml) was added followed by DMF (5 ml). The resulting reddish solution was stirred for 30 minutes at ambient temperature follo...